Dataset: the Open Reaction Database (ORD), a public repository of structured organic reaction records. Task: describe an organic reaction: reactants, conditions, products, and yield The reactants are CN1CCN(C)C1=O, Nc1ccccc1N1CCOCC1, O=P(Cl)(Cl)Cl, c1ccccc1. Product: CN1CCN(C)C1=Nc1ccccc1N1CCOCC1. Reaction SMILES: [CH3:1][N:2]1[C:3](=[O:8])[N:4]([CH3:7])[CH2:5][CH2:6]1.[NH2:9][c:10]1[c:11]([N:16]2[CH2:17][CH2:18][O:19][CH2:20][CH2:21]2)[cH:12][cH:13][cH:14][cH:15]1.[P:28]([Cl:29])([Cl:30])([Cl:31])=[O:32].[cH:22]1[cH:23][cH:24][cH:25][cH:26][cH:27]1>>[CH3:1][N:2]1[C:3](=[N:9][c:10]2[c:11]([N:16]3[CH2:17][CH2:18][O:19][CH2:20][CH2:21]3)[cH:12][cH:13][cH:14][cH:15]2)[N:4]([CH3:7])[CH2:5][CH2:6]1. The reactants are CCOC(=O)Cl, CC(CCCc1ccc(F)cc1)c1cc(N)c2c(c1)OC(C)(C)c1ccncc1-2. Product: CCOC(=O)Nc1cc(C(C)CCCc2ccc(F)cc2)cc2c1-c1cnccc1C(C)(C)O2. RXN SMILES: [Cl:30][C:31](=[O:32])[O:33][CH2:34][CH3:35].[NH2:1][c:2]1[cH:3][c:4]([CH:18]([CH3:19])[CH2:20][CH2:21][CH2:22][c:23]2[cH:24][cH:25][c:26]([F:29])[cH:27][cH:28]2)[cH:5][c:6]2[c:7]1-[c:8]1[cH:9][n:10][cH:11][cH:12][c:13]1[C:14]([CH3:16])([CH3:17])[O:15]2>>[NH:1]([c:2]1[cH:3][c:4]([CH:18]([CH3:19])[CH2:20][CH2:21][CH2:22][c:23]2[cH:24][cH:25][c:26]([F:29])[cH:27][cH:28]2)[cH:5][c:6]2[c:7]1-[c:8]1[cH:9][n:10][cH:11][cH:12][c:13]1[C:14]([CH3:16])([CH3:17])[O:15]2)[C:31](=[O:32])[O:33][CH2:34][CH3:35].